From a dataset of the Open Reaction Database (ORD), a public repository of structured organic reaction records. describe an organic reaction: reactants, conditions, products, and yield Starting materials: ClC(Cl)(Cl)Cl, [N-]=[N+]=[N-], [Na+], CN(C)C=O, CC(C)CC(CO)NC(=O)c1ccc(N2CCCC2)c(OCC2CC2)n1, c1ccc(P(c2ccccc2)c2ccccc2)cc1. The product is CC(C)CC(CN=[N+]=[N-])NC(=O)c1ccc(N2CCCC2)c(OCC2CC2)n1. As a reaction SMILES: [Cl:55][C:56]([Cl:57])([Cl:58])[Cl:59].[N-:28]=[N+:29]=[N-:30].[Na+:27].[O:50]=[CH:51][N:52]([CH3:53])[CH3:54].[OH:1][CH2:2][CH:3]([CH2:4][CH:5]([CH3:6])[CH3:7])[NH:8][C:9](=[O:10])[c:11]1[n:12][c:13]([O:22][CH2:23][CH:24]2[CH2:25][CH2:26]2)[c:14]([N:17]2[CH2:18][CH2:19][CH2:20][CH2:21]2)[cH:15][cH:16]1.[c:31]1([P:32]([c:33]2[cH:34][cH:35][cH:36][cH:37][cH:38]2)[c:39]2[cH:40][cH:41][cH:42][cH:43][cH:44]2)[cH:45][cH:46][cH:47][cH:48][cH:49]1>>[CH2:2]([CH:3]([CH2:4][CH:5]([CH3:6])[CH3:7])[NH:8][C:9](=[O:10])[c:11]1[n:12][c:13]([O:22][CH2:23][CH:24]2[CH2:25][CH2:26]2)[c:14]([N:17]2[CH2:18][CH2:19][CH2:20][CH2:21]2)[cH:15][cH:16]1)[N:28]=[N+:29]=[N-:30]. The reactants are C(C)OC(=O)C=1C(=C2C(=C(N1)C)SN=C2C2=C(C=CC=C2)F)O (3-(2-fluoro-phenyl)-4-hydroxy-7-methyl-isothiazolo[5,4-c]pyridine-5-carboxylic acid ethyl ester), NCC(=O)O (glycine). Yields the product FC1=C(C=CC=C1)C1=NSC2=C(N=C(C(=C21)O)C(=O)NCC(=O)O)C ({[3-(2-Fluoro-phenyl)-4-hydroxy-7-methyl-isothiazolo[5,4-c]pyridine-5-carbonyl]-amino}-acetic acid). Reaction SMILES: C(O[C:4]([C:6]1[C:7]([OH:23])=[C:8]2[C:15]([C:16]3[CH:21]=[CH:20][CH:19]=[CH:18][C:17]=3[F:22])=[N:14][S:13][C:9]2=[C:10]([CH3:12])[N:11]=1)=[O:5])C.[NH2:24][CH2:25][C:26]([OH:28])=[O:27]>>[F:22][C:17]1[CH:18]=[CH:19][CH:20]=[CH:21][C:16]=1[C:15]1[C:8]2[C:9](=[C:10]([CH3:12])[N:11]=[C:6]([C:4]([NH:24][CH2:25][C:26]([OH:28])=[O:27])=[O:5])[C:7]=2[OH:23])[S:13][N:14]=1. Procedure: The title compound was synthesized in analogy Example 1 from 3-(2-fluoro-phenyl)-4-hydroxy-7-methyl-isothiazolo[5,4-c]pyridine-5-carboxylic acid ethyl ester and glycine: MS (m/z) 333.2 (M+1).